This data is from the Open Reaction Database (ORD), a public repository of structured organic reaction records. The task is: describe an organic reaction: reactants, conditions, products, and yield Starting materials: Nc1ccc(Br)cn1, O=C([O-])[O-], CN(C)CC(=O)O, [Cs+], [Cs+], [Cu]I, C1COCCO1, COC(=O)c1cccc(O)c1. As a reaction SMILES: [Br:1][c:2]1[cH:3][cH:4][c:5]([NH2:8])[n:6][cH:7]1.[C:27](=[O:28])([O-:29])[O-:30].[CH3:20][N:21]([CH2:22][C:23](=[O:24])[OH:25])[CH3:26].[Cs+:31].[Cs+:32].[Cu:39][I:40].[O:33]1[CH2:34][CH2:35][O:36][CH2:37][CH2:38]1.[OH:9][c:10]1[cH:11][c:12]([C:13](=[O:14])[O:15][CH3:16])[cH:17][cH:18][cH:19]1>>[c:2]1([O:9][c:10]2[cH:11][c:12]([C:13](=[O:14])[O:15][CH3:16])[cH:17][cH:18][cH:19]2)[cH:3][cH:4][c:5]([NH2:8])[n:6][cH:7]1. Product: COC(=O)c1cccc(Oc2ccc(N)nc2)c1. Product: CN(C1=CC(=NC2=CC=C(C=C12)NC(C1=CC=C(C(=O)NC=2C=C3C(=CC(=NC3=CC2)C)N(C)C)C=C1)=O)C)C (N,N′-bis(4-dimethylamino-2-methylquinolin-6-yl)-terephthalamide). The yield is 99.7%. Run in CN(C=O)C (dimethylformamide), C(C)#N (acetonitrile), C(C)(C)OC(C)C (diisopropyl ether). As a reaction SMILES: [Cl-].COC1N=C(OC)N=C([N+:12]2([CH3:18])[CH2:17][CH2:16]OC[CH2:13]2)N=1.[C:19]([OH:30])(=O)[C:20]1[CH:28]=[CH:27][C:23]([C:24]([OH:26])=O)=[CH:22][CH:21]=1.[CH3:31][N:32]([CH3:45])[C:33]1[C:42]2[C:37](=[CH:38][CH:39]=[C:40]([NH2:43])[CH:41]=2)[N:36]=[C:35]([CH3:44])[CH:34]=1>CN(C)C=O.C(#N)C.C(OC(C)C)(C)C>[CH3:18][N:12]([CH3:13])[C:17]1[C:16]2[C:37](=[CH:38][CH:39]=[C:40]([NH:43][C:24](=[O:26])[C:23]3[CH:22]=[CH:21][C:20]([C:19]([NH:43][C:40]4[CH:41]=[C:42]5[C:37](=[CH:38][CH:39]=4)[N:36]=[C:35]([CH3:44])[CH:34]=[C:33]5[N:32]([CH3:45])[CH3:31])=[O:30])=[CH:28][CH:27]=3)[CH:41]=2)[N:36]=[C:35]([CH3:44])[CH:34]=1 |f:0.1|. Procedure: 4-(4,6-Dimethoxy-1,3,5-triazine-2-yl)-4-methylmorpholinium chloride (177 mg) is added to a solution of 48 mg (0.29 mmol) of terephthalic acid and 128 mg (0.64 mmol) of 4-dimethylamino-6-aminoquinaldine in 6 mL of dimethylformamide, at a temperature in the region of 20° C. The mixture obtained is stirred at a temperature in the region of 20° C. for about 12 hours. The reaction mixture is successively taken up in 2 mL of acetonitrile and 2 mL of diisopropyl ether, and the precipitate thus obtained... Reaction conditions: temperature 20 celsius, time 12 hour. Reactants: [Cl-].COC1=NC(=NC(=N1)OC)[N+]1(CCOCC1)C (4-(4,6-Dimethoxy-1,3,5-triazine-2-yl)-4-methylmorpholinium chloride), C(C1=CC=C(C(=O)O)C=C1)(=O)O (terephthalic acid), CN(C1=CC(=NC2=CC=C(C=C12)N)C)C (4-dimethylamino-6-aminoquinaldine). Product: CC(=O)OCCN=C=O. As a reaction SMILES: [CH2:14]([Cl:15])[Cl:16].[CH3:1][C:2]1=[N:3][CH2:4][CH2:5][O:6]1.[Cl:7][C:8]([Cl:9])=[O:10].[Na+:12].[OH-:11].[OH2:13]>>[CH3:1][C:2]([O:6][CH2:5][CH2:4][N:3]=[C:8]=[O:10])=[O:11]. Reactants: ClCCl, CC1=NCCO1, O=C(Cl)Cl, [Na+], [OH-], O. Reactants: C(C)(=O)[O-].[NH4+] (ammonium acetate), N1=CC=CC=2CCC=CC12 (5,6-dihydroquinoline). Solvent: C(C)(=O)OCC (ethyl acetate). Product: NC1CCC=2C=CC=NC2C1 (7-Amino-5,6,7,8-tetrahydroquinoline). RXN SMILES: C([O-])(=O)C.[NH4+:5].[N:6]1[C:15]2[CH:14]=[CH:13][CH2:12][CH2:11][C:10]=2[CH:9]=[CH:8][CH:7]=1>C(OCC)(=O)C>[NH2:5][CH:13]1[CH2:14][C:15]2[N:6]=[CH:7][CH:8]=[CH:9][C:10]=2[CH2:11][CH2:12]1 |f:0.1|. Procedure details: This compound was prepared from ammonium acetate (1 54 g, 20 mmol) and 5,6-dihydroquinoline (2.31 g, 10 mmol) using the method described in Example 36 and ethyl acetate instead of ether as the extracting solvent. Solvent: [N+](=O)([O-])C (nitromethane), [N+](=O)([O-])C (nitromethane). Reported procedure: To a cold (0° C.) suspension of AlCl3 (1.67 g, 12.51 mmol, 1 equiv) in nitromethane (20 mL) is added a solution of 4-bromo-2-tert-butyl-1-(3-hydroxy-3-methylbutoxy)benzene (3.94 g, 12.51 mmol) in nitromethane (5 mL). The resulting red solution is stirred at 0° C. After 1 h, the reaction mixture is quenched by slow addition of water, diluted with hexanes, and washed with water and brine. The aqueous layers are extracted with hexanes; the combined organic layers are dried (MgSO4), filtered and con... Reaction conditions: temperature 0 celsius, time 1 hour. Yields the product BrC=1C=C(C2=C(C(CCO2)(C)C)C1)C(C)(C)C (6-Bromo-8-tert-butyl-4,4-dimethyl-2,3-dihydrobenzopyran). Reaction SMILES: [Al+3].[Cl-].[Cl-].[Cl-].[Br:5][C:6]1[CH:11]=[CH:10][C:9]([O:12][CH2:13][CH2:14][C:15](O)([CH3:17])[CH3:16])=[C:8]([C:19]([CH3:22])([CH3:21])[CH3:20])[CH:7]=1>[N+](C)([O-])=O>[Br:5][C:6]1[CH:7]=[C:8]([C:19]([CH3:22])([CH3:21])[CH3:20])[C:9]2[O:12][CH2:13][CH2:14][C:15]([CH3:17])([CH3:16])[C:10]=2[CH:11]=1 |f:0.1.2.3|. Yield: 77.2%. Starting materials: [Al+3].[Cl-].[Cl-].[Cl-] (AlCl3), BrC1=CC(=C(C=C1)OCCC(C)(C)O)C(C)(C)C (4-bromo-2-tert-butyl-1-(3-hydroxy-3-methylbutoxy)benzene). Starting materials: CCO, O=C[O-], [NH4+], c1ccc(Oc2ccc3[nH]nc(-c4cc5ccccc5[nH]4)c3c2)cc1. The product is Oc1ccc2[nH]nc(-c3cc4ccccc4[nH]3)c2c1. As a reaction SMILES: [CH3:30][CH2:31][OH:32].[CH:26]([O-:27])=[O:28].[NH4+:29].[nH:1]1[c:2](-[c:10]2[n:11][nH:12][c:13]3[cH:14][cH:15][c:16]([O:19][c:20]4[cH:21][cH:22][cH:23][cH:24][cH:25]4)[cH:17][c:18]23)[cH:3][c:4]2[cH:5][cH:6][cH:7][cH:8][c:9]12>>[nH:1]1[c:2](-[c:10]2[n:11][nH:12][c:13]3[cH:14][cH:15][c:16]([OH:19])[cH:17][c:18]23)[cH:3][c:4]2[cH:5][cH:6][cH:7][cH:8][c:9]12.